Dataset: the Open Reaction Database (ORD), a public repository of structured organic reaction records. Task: describe an organic reaction: reactants, conditions, products, and yield The reactants are CO, O=c1cc(N2CCOCC2)oc2cc(OCc3c(Cl)cccc3Cl)ccc12, [H][H]. Yields the product O=c1cc(N2CCOCC2)oc2cc(O)ccc12. Reaction SMILES: [CH3:30][OH:31].[Cl:1][c:2]1[cH:3][cH:4][cH:23][c:24]([Cl:25])[c:26]1[CH2:27][O:5][c:6]1[cH:7][cH:8][c:9]2[c:10](=[O:22])[cH:11][c:12]([N:16]3[CH2:17][CH2:18][O:19][CH2:20][CH2:21]3)[o:13][c:14]2[cH:15]1.[H:28][H:29]>>[OH:5][c:6]1[cH:7][cH:8][c:9]2[c:10](=[O:22])[cH:11][c:12]([N:16]3[CH2:17][CH2:18][O:19][CH2:20][CH2:21]3)[o:13][c:14]2[cH:15]1. Reactants: C1CCOC1, CCCCCCC(Oc1ccc(OCc2ccc(C(C)(C)C)cc2)cc1)c1ccc(C(=O)NCCC(=O)OC)cc1, CCOCC, Cl, [Na+], [OH-], O. Product: CCCCCCC(Oc1ccc(OCc2ccc(C(C)(C)C)cc2)cc1)c1ccc(C(=O)NCCC(=O)O)cc1. Reaction SMILES: [CH2:43]1[O:44][CH2:45][CH2:46][CH2:47]1.[CH3:1][O:2][C:3]([CH2:4][CH2:5][NH:6][C:7]([c:8]1[cH:9][cH:10][c:11]([CH:14]([CH2:15][CH2:16][CH2:17][CH2:18][CH2:19][CH3:20])[O:21][c:22]2[cH:23][cH:24][c:25]([O:28][CH2:29][c:30]3[cH:31][cH:32][c:33]([C:36]([CH3:37])([CH3:38])[CH3:39])[cH:34][cH:35]3)[cH:26][cH:27]2)[cH:12][cH:13]1)=[O:40])=[O:41].[CH3:50][CH2:51][O:52][CH2:53][CH3:54].[ClH:42].[Na+:49].[OH-:48].[OH2:55]>>[O:2]=[C:3]([CH2:4][CH2:5][NH:6][C:7]([c:8]1[cH:9][cH:10][c:11]([CH:14]([CH2:15][CH2:16][CH2:17][CH2:18][CH2:19][CH3:20])[O:21][c:22]2[cH:23][cH:24][c:25]([O:28][CH2:29][c:30]3[cH:31][cH:32][c:33]([C:36]([CH3:37])([CH3:38])[CH3:39])[cH:34][cH:35]3)[cH:26][cH:27]2)[cH:12][cH:13]1)=[O:40])[OH:41]. The reactants are ClCCl, CCOC(=O)N=NC(=O)OCC, COc1cc2c(=O)n(COC(=O)C(C)(C)C)cnc2cc1O, OCCN1CCCC1, c1ccc(P(c2ccccc2)c2ccccc2)cc1. Yields the product COc1cc2c(=O)n(COC(=O)C(C)(C)C)cnc2cc1OCCN1CCCC1. As a reaction SMILES: [CH2:62]([Cl:63])[Cl:64].[O:1]=[C:2]([O:3][CH2:4][CH3:5])[N:6]=[N:7][C:8]([O:9][CH2:10][CH3:11])=[O:12].[OH:13][c:14]1[c:15]([O:33][CH3:34])[cH:16][c:17]2[c:18](=[O:32])[n:19]([CH2:24][O:25][C:26]([C:27]([CH3:28])([CH3:29])[CH3:30])=[O:31])[cH:20][n:21][c:22]2[cH:23]1.[OH:35][CH2:36][CH2:37][N:38]1[CH2:39][CH2:40][CH2:41][CH2:42]1.[c:43]1([P:44]([c:45]2[cH:46][cH:47][cH:48][cH:49][cH:50]2)[c:51]2[cH:52][cH:53][cH:54][cH:55][cH:56]2)[cH:57][cH:58][cH:59][cH:60][cH:61]1>>[O:13]([c:14]1[c:15]([O:33][CH3:34])[cH:16][c:17]2[c:18](=[O:32])[n:19]([CH2:24][O:25][C:26]([C:27]([CH3:28])([CH3:29])[CH3:30])=[O:31])[cH:20][n:21][c:22]2[cH:23]1)[CH2:36][CH2:37][N:38]1[CH2:39][CH2:40][CH2:41][CH2:42]1. Reactants: C(\C=C\CCCCCCC)(=O)O (trans-2-decenoic acid), CC(CC(C)(C)C)(C)N (1,1,3,3-tetramethylbutylamine). Yields the product CC(C)(CC(C)(C)C)NC(\C=C\CCCCCCC)=O ((E)-N-(2,4,4-trimethylpentan-2-yl) dec-2-enamide). RXN SMILES: [C:1]([OH:12])(=O)/[CH:2]=[CH:3]/[CH2:4][CH2:5][CH2:6][CH2:7][CH2:8][CH2:9][CH3:10].[CH3:13][C:14]([NH2:21])([CH3:20])[CH2:15][C:16]([CH3:19])([CH3:18])[CH3:17]>>[CH3:13][C:14]([NH:21][C:1](=[O:12])/[CH:2]=[CH:3]/[CH2:4][CH2:5][CH2:6][CH2:7][CH2:8][CH2:9][CH3:10])([CH2:15][C:16]([CH3:19])([CH3:18])[CH3:17])[CH3:20]. Reported procedure: The same operation as in Example 1-1 or 1-2 was carried out using trans-2-decenoic acid and 1,1,3,3-tetramethylbutylamine as starting materials to give the aimed compound.